From a dataset of the Open Reaction Database (ORD), a public repository of structured organic reaction records. describe an organic reaction: reactants, conditions, products, and yield The reactants are O=C(O)/C=C/c1ccccc1, C[C@@H](N)c1ccccc1. Reagents/catalysts: CC(C)N=C=NC(C)C (DIC), C1=CC=C2C(=C1)N=NN2O (HOBt). The solvent is CN(C)C=O (DMF), CN(C)C=O (DMF), CN(C)C=O (DMF), CN(C)C=O (DMF), CN(C)C=O (DMF), CN(C)C=O (DMF). Run at temperature 25 celsius, time 2 hour. Yields the product C[C@@H](NC(=O)/C=C/c1ccccc1)c1ccccc1. Isolated yield 70.1%. As a reaction SMILES: C[C@@H](N)c1ccccc1.O=C(O)/C=C/c1ccccc1.CC(C)N=C=NC(C)C.C1=CC=C2C(=C1)N=NN2O.CN(C)C=O>>C[C@@H](NC(=O)/C=C/c1ccccc1)c1ccccc1.